This data is from the Open Reaction Database (ORD), a public repository of structured organic reaction records. The task is: describe an organic reaction: reactants, conditions, products, and yield Starting materials: C(C(O)C(O)C(=O)O)(=O)O (tartaric acid), N1=C(C=CC=C1)CC12CNCCC1=NN(C2=O)CC(F)(F)F (3a-Pyridin-2-ylmethyl-2-(2,2,2-trifluoroethyl)-2,3a,4,5,6,7-hexahydro-pyrazolo[4,3-c]pyridin-3-one). Solvent: CC(=O)C.O (acetone water). Conditions: time 8 hour. Product: C(=O)(O)[C@@H](O)[C@H](O)C(=O)O.N1=C(C=CC=C1)CC12CNCCC1=NN(C2=O)CC(F)(F)F (3a-Pyridin-2-ylmethyl-2-(2,2,2-trifluoroethyl)-2,3a,4,5,6,7-hexahydro-pyrazolo[4,3-c]pyridin-3-one (D)-tartrate). The yield is 78.7%. As a reaction SMILES: [C:1]([OH:10])(=[O:9])[CH:2]([CH:4]([C:6]([OH:8])=[O:7])[OH:5])[OH:3].[N:11]1[CH:16]=[CH:15][CH:14]=[CH:13][C:12]=1[CH2:17][C:18]12[C:26](=[O:27])[N:25]([CH2:28][C:29]([F:32])([F:31])[F:30])[N:24]=[C:23]1[CH2:22][CH2:21][NH:20][CH2:19]2>CC(C)=O.O>[C:6]([C@H:4]([C@@H:2]([C:1]([OH:10])=[O:9])[OH:3])[OH:5])([OH:8])=[O:7].[N:11]1[CH:16]=[CH:15][CH:14]=[CH:13][C:12]=1[CH2:17][C:18]12[C:26](=[O:27])[N:25]([CH2:28][C:29]([F:31])([F:32])[F:30])[N:24]=[C:23]1[CH2:22][CH2:21][NH:20][CH2:19]2 |f:2.3,4.5|. Reported procedure: In a dry and nitrogen purged 5 L round bottom flask equipped with a mechanical stirrer, D-(−) tartaric acid (129 g, 0.86 mol) was added to the product from step C (243 9, 0.78 mol) in acetone/water (9:1, 2430 mL) at about 17° C. The mixture was stirred at room temperature overnight, filtered, the solid was collected and washed with cold acetone and dried under vacuum. The product was obtained as a yellow solid (284 g, yield 78.8%). Starting materials: F[B-](F)(F)F, CC(=O)N1CCCC1, C[N+](C)(C)C, CO. Yields the product COC1CCCN1C(C)=O. RXN SMILES: [B-:11]([F:12])([F:13])([F:14])[F:15].[C:1]([CH3:2])(=[O:3])[N:4]1[CH2:5][CH2:6][CH2:7][CH2:8]1.[CH3:16][N+:17]([CH3:18])([CH3:19])[CH3:20].[CH3:9][OH:10]>>[C:1]([CH3:2])(=[O:3])[N:4]1[CH:5]([O:10][CH3:9])[CH2:6][CH2:7][CH2:8]1. Reported procedure: To the stirred mixture of 9-ethyl-1-methylphenothiazin-5-ium tetraiodide hydrate (383 mg, 0.5 mmol) in anhydrous CHCl3 (20 mL) pyrrolidine (71 mg, 1.0 mmol) was added drop wise over 4 h. The resulting mixture was stirred at room temperature overnight and concentrated to dryness. Reaction conditions: time 8 hour. The reactants are O.[I-].[I-].[I-].[I-].C(C)C=1C=CC=C2[S+]=C3C=CC=C(C3=NC12)C.C(C)C=1C=CC=C2[S+]=C3C=CC=C(C3=NC12)C.C(C)C=1C=CC=C2[S+]=C3C=CC=C(C3=NC12)C.C(C)C=1C=CC=C2[S+]=C3C=CC=C(C3=NC12)C (9-ethyl-1-methylphenothiazin-5-ium tetraiodide hydrate), C(Cl)(Cl)Cl (CHCl3). As a reaction SMILES: O.[I-:2].[I-].[I-].[I-].[CH2:6]([C:8]1[CH:9]=[CH:10][CH:11]=[C:12]2[C:21]=1[N:20]=[C:19]1[C:14]([CH:15]=[CH:16][CH:17]=[C:18]1[CH3:22])=[S+:13]2)[CH3:7].[CH2:23]([C:25]1[CH:26]=[CH:27][CH:28]=[C:29]2[C:38]=1[N:37]=[C:36]1[C:31]([CH:32]=[CH:33][CH:34]=[C:35]1[CH3:39])=[S+:30]2)[CH3:24].[CH2:40]([C:42]1[CH:43]=[CH:44][CH:45]=[C:46]2[C:55]=1[N:54]=[C:53]1[C:48]([CH:49]=[CH:50][CH:51]=[C:52]1[CH3:56])=[S+:47]2)[CH3:41].C(C1C=CC=[C:63]2[C:72]=1[N:71]=[C:70]1[C:65](C=CC=C1C)=[S+]2)C.C(Cl)(Cl)Cl>>[I-:2].[I-:2].[I-:2].[CH2:6]([C:8]1[C:21]2[C:12](=[S+:13][C:14]3[C:19]([N:20]=2)=[C:18]([CH3:22])[CH:17]=[CH:16][CH:15]=3)[CH:11]=[C:10]([N:37]2[CH2:36][CH2:31][CH2:29][CH2:38]2)[CH:9]=1)[CH3:7].[CH2:40]([C:42]1[C:55]2[C:46](=[S+:47][C:48]3[C:53]([N:54]=2)=[C:52]([CH3:56])[CH:51]=[CH:50][CH:49]=3)[CH:45]=[C:44]([N:71]2[CH2:70][CH2:65][CH2:63][CH2:72]2)[CH:43]=1)[CH3:41].[CH2:23]([C:25]1[C:38]2[C:29](=[S+:30][C:31]3[C:36]([N:37]=2)=[C:35]([CH3:39])[CH:34]=[CH:33][CH:32]=3)[CH:28]=[C:27]([N:20]2[CH2:19][CH2:14][CH2:12][CH2:21]2)[CH:26]=1)[CH3:24] |f:0.1.2.3.4.5.6.7.8,10.11.12.13.14.15|. The product is [I-].[I-].[I-].C(C)C1=CC(=CC2=[S+]C3=CC=CC(=C3N=C12)C)N1CCCC1.C(C)C1=CC(=CC2=[S+]C3=CC=CC(=C3N=C12)C)N1CCCC1.C(C)C1=CC(=CC2=[S+]C3=CC=CC(=C3N=C12)C)N1CCCC1 (1-Ethyl-9-methyl-3-(pyrrolidin-1-yl)phenothiazin-5-ium triiodide). The reactants are C1(=CC=CC=C1)S(=O)(=O)O (Benzene sulphonic acid), COC(=O)[C@H](C=1C=CC=CC1Cl)N2CCC3=C(C=CS3)C2 (Clopidogrel), C1(=CC=CC=C1)C (toluene). Solvent: CO (methanol). The product is COC(=O)[C@H](C1=CC=CC=C1Cl)N2CCC3=C(C2)C=CS3.C1=CC=C(C=C1)S(=O)(=O)O (Clopidogrel besylate). As a reaction SMILES: [CH3:1][O:2][C:3]([C@@H:5]([N:13]1[CH2:21][C:17]2[CH:18]=[CH:19][S:20][C:16]=2[CH2:15][CH2:14]1)[C:6]1[CH:7]=[CH:8][CH:9]=[CH:10][C:11]=1[Cl:12])=[O:4].[C:22]1([S:28]([OH:31])(=[O:30])=[O:29])[CH:27]=[CH:26][CH:25]=[CH:24][CH:23]=1.C1(C)C=CC=CC=1>CO>[CH3:1][O:2][C:3]([C@@H:5]([N:13]1[CH2:21][C:17]2[CH:18]=[CH:19][S:20][C:16]=2[CH2:15][CH2:14]1)[C:6]1[C:11]([Cl:12])=[CH:10][CH:9]=[CH:8][CH:7]=1)=[O:4].[CH:25]1[CH:26]=[CH:27][C:22]([S:28]([OH:31])(=[O:30])=[O:29])=[CH:23][CH:24]=1 |f:4.5|. Procedure: Clopidogrel base was dissolved in methanol. Benzene sulphonic acid was added to the solution at 20° C. The reaction mixture was heated to reflux temperature for 2 hrs. The solution was cooled to room temperature and the methanolic solution was added drop-wise to the boiling toluene. The resulting solution was refluxed for an additional 20 minutes. The solution was cooled to room temperature and was stirred at this temperature for extended hours. The solvent was evaporated under reduced pressure ... Reactants: FC(C1=NC2=C(C=CC=C2C(=C1)C(O)C1=C(C=CC=C1)[N+](=O)[O-])C(F)(F)F)(F)F (2,8-bis(trifluoromethyl)-α-(2-nitrophenyl)-4-quinolinemethanol), [Cl-].[Cl-].[Ca+2] (CaCl2). Reagents/catalysts: [Zn] (zinc). Run in CCO (EtOH). The product is NC1=C(C=CC=C1)C(O)C1=CC(=NC2=C(C=CC=C12)C(F)(F)F)C(F)(F)F (α-(2-Aminophenyl)-2,8-bis(trifluoromethyl)-4-quinolinemethanol). The yield is 34.2%. Reaction SMILES: [F:1][C:2]([F:29])([F:28])[C:3]1[CH:12]=[C:11]([CH:13]([C:15]2[CH:20]=[CH:19][CH:18]=[CH:17][C:16]=2[N+:21]([O-])=O)[OH:14])[C:10]2[C:5](=[C:6]([C:24]([F:27])([F:26])[F:25])[CH:7]=[CH:8][CH:9]=2)[N:4]=1.[Cl-].[Cl-].[Ca+2]>CCO.[Zn]>[NH2:21][C:16]1[CH:17]=[CH:18][CH:19]=[CH:20][C:15]=1[CH:13]([C:11]1[C:10]2[C:5](=[C:6]([C:24]([F:25])([F:26])[F:27])[CH:7]=[CH:8][CH:9]=2)[N:4]=[C:3]([C:2]([F:29])([F:1])[F:28])[CH:12]=1)[OH:14] |f:1.2.3|. Procedure: A solution of 2,8-bis(trifluoromethyl)-α-(2-nitrophenyl)-4-quinolinemethanol (636 mg, 1.53 mmol) in EtOH (30 mL) was treated with zinc dust (994 mg, 15.3 mmol) and CaCl2 (170 mg, 1.53 mmol), refluxed for 3 h, cooled, filtered through a pad of celite, concentrated in vacuo, purified by chromatography [SiO2; CH2Cl2] and the resulting solid recrystallised from CH2Cl2/heptane to give the title compound (202 mg, 34%) as a cream solid: mp 145.9-146.2° C.; IR νmax (Nujol)/cm−1 3413, 3339, 3094, 2924, 2... Starting materials: [Al+3], CCOCC, [H-], [H-], [H-], [H-], [Li+], N#CCOc1cccc2[nH]ccc12. Product: NCCOc1cccc2[nH]ccc12. RXN SMILES: [Al+3:15].[CH2:20]([O:21][CH2:22][CH3:23])[CH3:24].[H-:14].[H-:17].[H-:18].[H-:19].[Li+:16].[nH:1]1[cH:2][cH:3][c:4]2[c:5]([O:10][CH2:11][C:12]#[N:13])[cH:6][cH:7][cH:8][c:9]12>>[nH:1]1[cH:2][cH:3][c:4]2[c:5]([O:10][CH2:11][CH2:12][NH2:13])[cH:6][cH:7][cH:8][c:9]12. The reactants are C(C)(=O)SC(CC(=O)N1[C@H](C(=O)O)CC(C1)(OC)OC)C ((S)-1-[3-(Acetylthio)-3-methyl-1-oxopropyl]-4,4-dimethoxy-L-proline), N (ammonia). Product: SC(CC(=O)N1[C@H](C(=O)O)CC(C1)(OC)OC)C ((S)-1-(3-mercapto-3-methyl-1-oxopropyl)-4,4-dimethoxy-L-proline). As a reaction SMILES: C([S:4][CH:5]([CH3:21])[CH2:6][C:7]([N:9]1[CH2:16][C:15]([O:19][CH3:20])([O:17][CH3:18])[CH2:14][C@H:10]1[C:11]([OH:13])=[O:12])=[O:8])(=O)C.N>>[SH:4][CH:5]([CH3:21])[CH2:6][C:7]([N:9]1[CH2:16][C:15]([O:19][CH3:20])([O:17][CH3:18])[CH2:14][C@H:10]1[C:11]([OH:13])=[O:12])=[O:8]. Procedure details: The product from part (a) is hydrolyzed with concentrated ammonia according to the procedure of Example 4 to yield (S)-1-(3-mercapto-3-methyl-1-oxopropyl)-4,4-dimethoxy-L-proline. Starting materials: C(C(=O)Cl)(=O)Cl (oxalyl chloride), C(=O)(O)C1=CN(C=C1)C1=CN=CC2=CC=CC=C12 (3-carboxy-1-(isoquinol-4-yl)-1H-pyrrole). Run in ClCCl (dichloromethane). Conditions: temperature 22 celsius, time 15 hour. Product: Cl.ClC(=O)C1=CN(C=C1)C1=CN=CC2=CC=CC=C12 (3-Chlorocarbonyl-1-(isoquinol-4-yl)-1H-pyrrole hydrochloride). RXN SMILES: [C:1](Cl)(=O)[C:2]([Cl:4])=[O:3].C([C:10]1C=[CH:13][N:12]([C:15]2[C:24]3[C:19](=[CH:20][CH:21]=[CH:22][CH:23]=3)[CH:18]=[N:17][CH:16]=2)[CH:11]=1)(O)=O>ClCCl>[ClH:4].[Cl:4][C:2]([C:1]1[CH:10]=[CH:11][N:12]([C:15]2[C:24]3[C:19](=[CH:20][CH:21]=[CH:22][CH:23]=3)[CH:18]=[N:17][CH:16]=2)[CH:13]=1)=[O:3] |f:3.4|. Procedure: 0.82 mL (9.4 mmol) of oxalyl chloride is added to a solution, cooled to a temperature in the region of 5° C., of 0.75 g (3.15 mmol) of 3-carboxy-1-(isoquinol-4-yl)-1H-pyrrole in 25 mL of dichloromethane under an argon atmosphere. After stirring at a temperature in the region of 22° C. for 15 hours, the reaction mixture is concentrated to dryness under reduced pressure (2.7 kPa), resulting in 0.9 g of 3-chlorocarbonyl-1-(isoquinol-4-yl)-1H-pyrrole hydrochloride in the form of a cream-coloured sol... Reactants: C(C)(=O)OC(C)=O (acetic anhydride), S(O)(O)(=O)=O (sulphuric acid), OC1=C(C(=O)OC)C=CC(=C1CC=C)C (methyl 2-hydroxy-3-allyl-4-methylbenzoate). The solvent is O (water). The product is C(C)(=O)OC1=C(C(=O)OC)C=CC(=C1CC=C)C (Methyl 2-acetoxy-3-allyl-4-methylbenzoate). As a reaction SMILES: [C:1](OC(=O)C)(=[O:3])[CH3:2].S(=O)(=O)(O)O.[OH:13][C:14]1[C:23]([CH2:24][CH:25]=[CH2:26])=[C:22]([CH3:27])[CH:21]=[CH:20][C:15]=1[C:16]([O:18][CH3:19])=[O:17]>O>[C:1]([O:13][C:14]1[C:23]([CH2:24][CH:25]=[CH2:26])=[C:22]([CH3:27])[CH:21]=[CH:20][C:15]=1[C:16]([O:18][CH3:19])=[O:17])(=[O:3])[CH3:2]. Procedure details: 351 g of acetic anhydride followed by 2.5 ml of sulphuric acid (d=1.84) in small amounts, and finally, 355 g of methyl 2-hydroxy-3-allyl-4-methylbenzoate were introduced into a 2-liter round-bottomed flask. The temperature rose up to 35° C. The contents were heated under reflux for 3 hours and the solution obtained was then poured into 2 liters of iced water. The oily layer formed was decanted and extracted with ether and the solution containing ether was dried over sodium sulphate.